From a dataset of the Open Reaction Database (ORD), a public repository of structured organic reaction records. describe an organic reaction: reactants, conditions, products, and yield Reactants: BrC=1C(=C(OC2=C(C=C(C(=O)NCC=3C(=NC(=CC3C)C)O)C=C2)Cl)C=CC1)C#N (4-(3-bromo-2-cyanophenoxy)-3-chloro-N-((2-hydroxy-4,6-dimethylpyridin-3-yl)methyl)benzamide), C(C)(C)(C)OC(=O)N1N=CC(=C1)B1OC(C(O1)(C)C)(C)C (tert-butyl-4-(4,4,5,5-tetramethyl-1,3,2-dioxaborolan-2-yl)-1H-pyrazole-1-carboxylate), C([O-])([O-])=O.[Na+].[Na+] (sodium carbonate). Reagents/catalysts: C=1C=CC(=CC1)[P](C=2C=CC=CC2)(C=3C=CC=CC3)[Pd]([P](C=4C=CC=CC4)(C=5C=CC=CC5)C=6C=CC=CC6)([P](C=7C=CC=CC7)(C=8C=CC=CC8)C=9C=CC=CC9)[P](C=1C=CC=CC1)(C=1C=CC=CC1)C=1C=CC=CC1 (tetrakis(triphenylphosphine)palladium(0)). Solvent: O1CCOCC1 (1,4-dioxane), O (water). Conditions: temperature 90 celsius, time 12 hour. The product is ClC=1C=C(C(=O)NCC=2C(=NC(=CC2C)C)O)C=CC1OC1=C(C(=CC=C1)C=1C=NNC1)C#N (3-chloro-4-(2-cyano-3-(1H-pyrazol-4-yl)phenoxy)-N-((2-hydroxy-4,6-dimethylpyridin-3-yl)methyl)benzamide). Yield: 67.8%. RXN SMILES: Br[C:2]1[C:3]([C:29]#[N:30])=[C:4]([CH:26]=[CH:27][CH:28]=1)[O:5][C:6]1[CH:24]=[CH:23][C:9]([C:10]([NH:12][CH2:13][C:14]2[C:15]([OH:22])=[N:16][C:17]([CH3:21])=[CH:18][C:19]=2[CH3:20])=[O:11])=[CH:8][C:7]=1[Cl:25].C(OC([N:38]1[CH:42]=[C:41](B2OC(C)(C)C(C)(C)O2)[CH:40]=[N:39]1)=O)(C)(C)C.C(=O)([O-])[O-].[Na+].[Na+]>O1CCOCC1.O.C1C=CC([P]([Pd]([P](C2C=CC=CC=2)(C2C=CC=CC=2)C2C=CC=CC=2)([P](C2C=CC=CC=2)(C2C=CC=CC=2)C2C=CC=CC=2)[P](C2C=CC=CC=2)(C2C=CC=CC=2)C2C=CC=CC=2)(C2C=CC=CC=2)C2C=CC=CC=2)=CC=1>[Cl:25][C:7]1[CH:8]=[C:9]([CH:23]=[CH:24][C:6]=1[O:5][C:4]1[CH:26]=[CH:27][CH:28]=[C:2]([C:41]2[CH:42]=[N:38][NH:39][CH:40]=2)[C:3]=1[C:29]#[N:30])[C:10]([NH:12][CH2:13][C:14]1[C:15]([OH:22])=[N:16][C:17]([CH3:21])=[CH:18][C:19]=1[CH3:20])=[O:11] |f:2.3.4,^1:68,70,89,108|. Reported procedure: To a solution of 4-(3-bromo-2-cyanophenoxy)-3-chloro-N-((2-hydroxy-4,6-dimethylpyridin-3-yl)methyl)benzamide (500 mg, 1.03 mmol), tert-butyl-4-(4,4,5,5-tetramethyl-1,3,2-dioxaborolan-2-yl)-1H-pyrazole-1-carboxylate (323 mg, 1.1 mmol), sodium carbonate (425 mg, 3.07 mmol) in 1,4-dioxane (20 mL) and water (5 mL) was added tetrakis(triphenylphosphine)palladium(0) (118 mg, 0.1 mmol). The reaction mixture was stirred at 90° C. under nitrogen atmosphere for 12 hours. After the reaction, it was allowed... The reactants are O=C([O-])[O-], COc1cccc(S(=O)(=O)NC(C)c2cc(F)ccc2-c2ccc(F)cc2F)c1, CN(C)C=O, [K+], [K+]. The product is COc1cccc(S(=O)(=O)N2c3cc(F)ccc3-c3ccc(F)cc3C2C)c1. RXN SMILES: [C:30](=[O:31])([O-:32])[O-:33].[CH3:1][O:2][c:3]1[cH:4][c:5]([S:9](=[O:10])(=[O:11])[NH:12][CH:13]([CH3:14])[c:15]2[c:16](-[c:22]3[c:23]([F:29])[cH:24][c:25]([F:28])[cH:26][cH:27]3)[cH:17][cH:18][c:19]([F:21])[cH:20]2)[cH:6][cH:7][cH:8]1.[CH3:36][N:37]([CH3:38])[CH:39]=[O:40].[K+:34].[K+:35]>>[CH3:1][O:2][c:3]1[cH:4][c:5]([S:9](=[O:10])(=[O:11])[N:12]2[CH:13]([CH3:14])[c:15]3[c:16]([cH:17][cH:18][c:19]([F:21])[cH:20]3)-[c:22]3[c:23]2[cH:24][c:25]([F:28])[cH:26][cH:27]3)[cH:6][cH:7][cH:8]1. The reactants are NCCSCC1=NSC=C1 (3-[(2-aminoethyl)thiomethyl]isothiazole), C(#N)C(=C(NC)SC)C#N (1,1-dicyano-2-methylthio-2-methylaminoethylene). Yields the product C(#N)C(=C(NCCSCC1=NSC=C1)NC)C#N (1,1-Dicyano-2-methylamino-2-[2-(3-isothiazolylmethylthio)ethylamino]ethylen). Reaction SMILES: [NH2:1][CH2:2][CH2:3][S:4][CH2:5][C:6]1[CH:10]=[CH:9][S:8][N:7]=1.[C:11]([C:13]([C:19]#[N:20])=[C:14](SC)[NH:15][CH3:16])#[N:12]>>[C:11]([C:13]([C:19]#[N:20])=[C:14]([NH:15][CH3:16])[NH:1][CH2:2][CH2:3][S:4][CH2:5][C:6]1[CH:10]=[CH:9][S:8][N:7]=1)#[N:12]. Procedure: By the procedure of Example 1(ii), reacting 3-[(2-aminoethyl)thiomethyl]isothiazole with 1,1-dicyano-2-methylthio-2-methylaminoethylene gives the title compound. Reactants: C1(=CC=CC=C1)P(C1=CC=CC=C1)C1=CC=CC=C1 (triphenylphosphine), C(Cl)(Cl)(Cl)Cl (CCl4), COC(C1=CN=CC(=C1CO)Cl)=O (5-chloro-4-hydroxymethyl-nicotinic acid methyl ester). Solvent: C(Cl)Cl (DCM). Reaction conditions: time 2 hour. Yields the product COC(C1=CN=CC(=C1CCl)Cl)=O (5-Chloro-4-chloromethyl-nicotinic acid methyl ester). Reaction SMILES: C1(P(C2C=CC=CC=2)C2C=CC=CC=2)C=CC=CC=1.[C:20]([Cl:24])(Cl)(Cl)Cl.[CH3:25][O:26][C:27](=[O:37])[C:28]1[C:33](CO)=[C:32]([Cl:36])[CH:31]=[N:30][CH:29]=1>C(Cl)Cl>[CH3:25][O:26][C:27](=[O:37])[C:28]1[C:33]([CH2:32][Cl:36])=[C:20]([Cl:24])[CH:31]=[N:30][CH:29]=1. Reported procedure: Polymer bound triphenylphosphine (3 mmol/g, 234 mg, 0.702 mmol) and CCl4 (400 μL) were added to a stirred solution of 5-chloro-4-hydroxymethyl-nicotinic acid methyl ester (14.2 mg, 0.070 mmol) in DCM (4 mL). After stirring for 2 h at room temperature, the reaction mixture was filtered and concentrated in vacuo. The resulting title compound was used for the next reaction without purification. MS (m/z): 220.1 [M+H+]. The reactants are C(C1=CC=CC=C1)(=O)N1C=CC2=CC(=CC=C12)[N+](=O)[O-] (1-benzoyl-5-nitro-1H-indole). The solvent is CO (methanol), O1CCCC1 (tetrahydrofuran), C(=O)[O-].[NH4+] (ammonium formate), [Pd] (palladium/carbon). Reaction conditions: temperature 30 celsius, time 30 minute. Product: C(C1=CC=CC=C1)(=O)N1C=CC2=CC(=CC=C12)N (1-Benzoyl-5-amino-1H-indole). The yield is 56.0%. RXN SMILES: [C:1]([N:9]1[C:17]2[C:12](=[CH:13][C:14]([N+:18]([O-])=O)=[CH:15][CH:16]=2)[CH:11]=[CH:10]1)(=[O:8])[C:2]1[CH:7]=[CH:6][CH:5]=[CH:4][CH:3]=1>CO.O1CCCC1.C([O-])=O.[NH4+].[Pd]>[C:1]([N:9]1[C:17]2[C:12](=[CH:13][C:14]([NH2:18])=[CH:15][CH:16]=2)[CH:11]=[CH:10]1)(=[O:8])[C:2]1[CH:3]=[CH:4][CH:5]=[CH:6][CH:7]=1 |f:3.4|. Procedure: 1-benzoyl-5-nitro-1H-indole (50 mg) was dissolved in a mixed solvent with methanol (2 ml) and tetrahydrofuran (2 ml), and ammonium formate of an excess amount and palladium/carbon (10%) of a catalytic amount were added. The reacted solution was stirred at around 30° C. for 30 minutes to complete the reduction, filtered through celite and then, concentrated under reduced pressure. Afterward, the residue was dissolved again in ethylacetate (10 ml), washed with water and brine, dried over anhydrous... Starting materials: CN1CCC(NCC2CCN(C(=O)OC(C)(C)C)C2)CC1, ClCCl. Product: CN1CCC(NCC2CCNC2)CC1. RXN SMILES: [C:1]([O:2][C:3](=[O:4])[N:8]1[CH2:9][CH:10]([CH2:13][NH:14][CH:15]2[CH2:16][CH2:17][N:18]([CH3:21])[CH2:19][CH2:20]2)[CH2:11][CH2:12]1)([CH3:5])([CH3:6])[CH3:7].[Cl:22][CH2:23][Cl:24]>>[NH:8]1[CH2:9][CH:10]([CH2:13][NH:14][CH:15]2[CH2:16][CH2:17][N:18]([CH3:21])[CH2:19][CH2:20]2)[CH2:11][CH2:12]1. Starting materials: [H-].[H-].[H-].[H-].[Li+].[Al+3] (LiAlH4), FC1=CC=C(C=C1)C1=C(C(=NC(=C1)C1=CC=CC=C1)C)C(=O)OCC (4-(4-fluorophenyl)-2-methyl-6-phenyl-3-pyridinecarboxylic acid, ethyl ester). Run in CCOCC (Et2O), CCOCC (Et2O). Reaction conditions: time 50 minute. The product is FC1=CC=C(C=C1)C1=C(C(=NC(=C1)C1=CC=CC=C1)C)CO (4-(4-fluorophenyl)-2-methyl-6-phenyl-3-pyridinemethanol). Isolated yield 66.0%. Reaction SMILES: [H-].[H-].[H-].[H-].[Li+].[Al+3].[F:7][C:8]1[CH:13]=[CH:12][C:11]([C:14]2[CH:19]=[C:18]([C:20]3[CH:25]=[CH:24][CH:23]=[CH:22][CH:21]=3)[N:17]=[C:16]([CH3:26])[C:15]=2[C:27](OCC)=[O:28])=[CH:10][CH:9]=1>CCOCC>[F:7][C:8]1[CH:13]=[CH:12][C:11]([C:14]2[CH:19]=[C:18]([C:20]3[CH:25]=[CH:24][CH:23]=[CH:22][CH:21]=3)[N:17]=[C:16]([CH3:26])[C:15]=2[CH2:27][OH:28])=[CH:10][CH:9]=1 |f:0.1.2.3.4.5|. Reported procedure: A slurry of LiAlH4 (305 mg, 8.04 mmol) in dry Et2O (30 ml) at 0° C. treated with a solution of 4-(4-fluorophenyl)-2-methyl-6-phenyl-3-pyridinecarboxylic acid, ethyl ester (1.587 gm, 4.73 mmol) in Et2O (4 ml). After 50 minutes, the reaction was quenched and diluted with H2O and the solution was adjusted to neutral pH with 10% HCl. EtOAc was added to dissolve suspended product into the Et2O layer and the mixture was subsequently extracted three times with EtOAc. The combined organic layers were wa...